This data is from the Open Reaction Database (ORD), a public repository of structured organic reaction records. The task is: describe an organic reaction: reactants, conditions, products, and yield Starting materials: ClC1=CC(=CC=C1)C(=O)OO (m-chloroperbenzoic acid), ICSC1=NC=C(C=N1)Cl (2-(iodomethyl)thio-5-chloropyrimidine). Solvent: C(Cl)(Cl)Cl (chloroform), C(Cl)(Cl)Cl (chloroform). Run at time 8 hour. Product: ICS(=O)C1=NC=C(C=N1)Cl (2-(Iodomethyl)sulfinyl-5-chloropyrimidine). Yield: 24.0%. RXN SMILES: ClC1C=CC=C(C(OO)=[O:9])C=1.[I:12][CH2:13][S:14][C:15]1[N:20]=[CH:19][C:18]([Cl:21])=[CH:17][N:16]=1>C(Cl)(Cl)Cl>[I:12][CH2:13][S:14]([C:15]1[N:20]=[CH:19][C:18]([Cl:21])=[CH:17][N:16]=1)=[O:9]. Procedure details: 90% m-chloroperbenzoic acid 8.4 mmol) in chloroform (8 ml) was added dropwise for 10 min with stirring to a solution of 2-(iodomethyl)thio-5-chloropyrimidine in chloroform (7 ml) at -5° C. The reaction mixture was coloured violet during the addition. The mixture was left at room temperature overnight. The chloroform solution was then extracted with 1 M K2CO3, washed with a little water, then dried (MgSO4) solution evaporated and the product subjected to thick-layer chromatography. 2-(Iodomethyl)... Starting materials: CN1CCC(CC1)C(=O)OC (methyl 1-methylpiperidine-4-carboxylate), O.NN (Hydrazine hydrate). Solvent: C(C)O (ethanol). Conditions: temperature 120 celsius. The product is CN1CCC(CC1)C(=O)NN (1-methylpiperidine-4-carbohydrazide). Isolated yield 72.5%. As a reaction SMILES: [CH3:1][N:2]1[CH2:7][CH2:6][CH:5]([C:8]([O:10]C)=O)[CH2:4][CH2:3]1.O.[NH2:13][NH2:14]>C(O)C>[CH3:1][N:2]1[CH2:7][CH2:6][CH:5]([C:8]([NH:13][NH2:14])=[O:10])[CH2:4][CH2:3]1 |f:1.2|. Procedure: In a 25 mL sealed tube, methyl 1-methylpiperidine-4-carboxylate (0.2 g, 1.0 eq.) was dissolved in ethanol (5 mL) at RT. Hydrazine hydrate (0.127 g, 2 eq.) was introduced dropwise at RT and the reaction mixture was heated at 120° C. for 20 h. The reaction mixture was concentrated under reduced pressure (40° C., 20 mm Hg) to afford the crude 1-methylpiperidine-4-carbohydrazide (0.145 g) which was used without further purification in the following step. Reactants: [N+](=O)([O-])C=1C=C(C=CC1)N1C(C(=CC2=CC=CN=C12)CCC(C1=CC=NC=C1)C)=O (1-(3-nitrophenyl)-3-[3-methyl-3-(pyridin-4-yl)propyl]-1,8-naphthyridin-2(1H)-one). The reagents and catalysts are [Pd] (palladium on carbon). Product: NC=1C=C(C=CC1)N1C(C(=CC2=CC=CN=C12)CCC(C1=CC=NC=C1)C)=O (1-(3-aminophenyl)-3-[3-methyl-3-(pyridin-4-yl)propyl]-1,8-naphthyridin-2(1H)-one). Yield: 68.8%. Reaction SMILES: [N+:1]([C:4]1[CH:5]=[C:6]([N:10]2[C:19]3[C:14](=[CH:15][CH:16]=[CH:17][N:18]=3)[CH:13]=[C:12]([CH2:20][CH2:21][CH:22]([CH3:29])[C:23]3[CH:28]=[CH:27][N:26]=[CH:25][CH:24]=3)[C:11]2=[O:30])[CH:7]=[CH:8][CH:9]=1)([O-])=O>[Pd]>[NH2:1][C:4]1[CH:5]=[C:6]([N:10]2[C:19]3[C:14](=[CH:15][CH:16]=[CH:17][N:18]=3)[CH:13]=[C:12]([CH2:20][CH2:21][CH:22]([CH3:29])[C:23]3[CH:24]=[CH:25][N:26]=[CH:27][CH:28]=3)[C:11]2=[O:30])[CH:7]=[CH:8][CH:9]=1. Procedure details: The procedure of Example 7(2) was repeated using 1-(3-nitrophenyl)-3-[3-methyl-3-(pyridin-4-yl)propyl]-1,8-naphthyridin-2(1H)-one (1.19 g, 2.97 mmol; prepared in Example 11) and 10% palladium on carbon (200 mg) to obtain 1-(3-aminophenyl)-3-[3-methyl-3-(pyridin-4-yl)propyl]-1,8-naphthyridin-2(1H)-one (757 mg, 89%). The product was purified through flash column chromatography (mp 83–91° C.). The reactants are COC(=O)C1=C(N(C(C(=C1)Br)=O)CC1CCOCC1)C (5-bromo-2-methyl-6-oxo-1-(tetrahydro-pyran-4-ylmethyl)-1,6-dihydro-pyridine-3-carboxylic acid methyl ester), BrN1C(CCC1=O)=O (N-bromosuccinimide), C(C1=CC=CC=C1)(=O)OOC(C1=CC=CC=C1)=O (benzoyl peroxide). Run in C(Cl)(Cl)(Cl)Cl (CCl4). Product: COC(=O)C1=C(N(C(C(=C1)Br)=O)CC1CCOCC1)CBr (5-Bromo-2-bromomethyl-6-oxo-1-(tetrahydro-pyran-4-ylmethyl)-1,6-dihydro-pyridine-3-carboxylic acid methyl ester). The yield is 45.9%. As a reaction SMILES: [CH3:1][O:2][C:3]([C:5]1[CH:10]=[C:9]([Br:11])[C:8](=[O:12])[N:7]([CH2:13][CH:14]2[CH2:19][CH2:18][O:17][CH2:16][CH2:15]2)[C:6]=1[CH3:20])=[O:4].[Br:21]N1C(=O)CCC1=O.C(OOC(=O)C1C=CC=CC=1)(=O)C1C=CC=CC=1>C(Cl)(Cl)(Cl)Cl>[CH3:1][O:2][C:3]([C:5]1[CH:10]=[C:9]([Br:11])[C:8](=[O:12])[N:7]([CH2:13][CH:14]2[CH2:19][CH2:18][O:17][CH2:16][CH2:15]2)[C:6]=1[CH2:20][Br:21])=[O:4]. Procedure details: A mixture of 5-bromo-2-methyl-6-oxo-1-(tetrahydro-pyran-4-ylmethyl)-1,6-dihydro-pyridine-3-carboxylic acid methyl ester (0.906 g, 2.63 mmol), N-bromosuccinimide (0.516 g, 2.89 mmol), and benzoyl peroxide (64 mg, 0.26 mmol) in CCl4 (30 mL) was refluxed for 16 h. The solvent was evaporated in vacuo, and the residue was chromatographed (0-60% EtOAc/hexanes) to give 511 mg of the title compound. MS: (+) m/z 424.10 (M+1).